This data is from the Open Reaction Database (ORD), a public repository of structured organic reaction records. The task is: describe an organic reaction: reactants, conditions, products, and yield Reactants: [N+](=O)([O-])[O-].[K+] (potassium nitrate), CC1CN=CC2=CC=CC=C12 (3,4-dihydro-4-methylisoquinoline), [OH-].[NH4+] (ammonium hydroxide). Run in S(O)(O)(=O)=O (sulfuric acid), S(O)(O)(=O)=O (sulfuric acid). Reaction conditions: time 3 hour. Yields the product CC1CN=CC2=CC(=CC=C12)[N+](=O)[O-] (3,4-dihydro-4-methyl-7-nitroisoquinoline). Yield: 93.1%. As a reaction SMILES: [N+:1]([O-:4])([O-])=[O:2].[K+].[CH3:6][CH:7]1[C:16]2[C:11](=[CH:12][CH:13]=[CH:14][CH:15]=2)[CH:10]=[N:9][CH2:8]1.[OH-].[NH4+]>S(=O)(=O)(O)O>[CH3:6][CH:7]1[C:16]2[C:11](=[CH:12][C:13]([N+:1]([O-:4])=[O:2])=[CH:14][CH:15]=2)[CH:10]=[N:9][CH2:8]1 |f:0.1,3.4|. Procedure: To a stirred solution of potassium nitrate (10 g) in conc-sulfuric acid (50 ml) was added slowly a solution of 3,4-dihydro-4-methylisoquinoline (12 g) in conc-sulfuric acid (50 ml) at -20°~-10° C. over a period of an hour. The reaction mixture was allowed to stir at ambient temperature for 3 hours and heated at 60° C. for 1.5 hours. The reaction mixture was poured onto ice, and adjusted to alkaline pH with 28% ammonium hydroxide under cooling. The resulting brown solid was filtered off, washed w...